Dataset: the Open Reaction Database (ORD), a public repository of structured organic reaction records. Task: describe an organic reaction: reactants, conditions, products, and yield The reactants are CCOc1cc(Br)ccc1OC, [Li]CCCC, CCOc1cc(C=O)ccc1OC, C1CCOC1, CC(C)O, O. Product: CCOc1cc(C(O)c2ccc(OC)c(OCC)c2)ccc1OC. Reaction SMILES: [Br:1][c:2]1[cH:3][c:4]([O:10][CH2:11][CH3:12])[c:5]([O:8][CH3:9])[cH:6][cH:7]1.[CH2:13]([Li:14])[CH2:15][CH2:16][CH3:17].[CH2:18]([CH3:19])[O:20][c:21]1[cH:22][c:23]([CH:24]=[O:25])[cH:26][cH:27][c:28]1[O:29][CH3:30].[CH2:35]1[O:36][CH2:37][CH2:38][CH2:39]1.[CH:31]([OH:32])([CH3:33])[CH3:34].[OH2:40]>>[c:2]1([CH:24]([c:23]2[cH:22][c:21]([O:20][CH2:18][CH3:19])[c:28]([O:29][CH3:30])[cH:27][cH:26]2)[OH:25])[cH:3][c:4]([O:10][CH2:11][CH3:12])[c:5]([O:8][CH3:9])[cH:6][cH:7]1. Reactants: ClC1=C(C=CC(=C1)OC1=NC=NC2=CC(=C(C=C12)O)OC)NC(=O)NCCC (N-{2-Chloro-4-[(6-hydroxy-7-methoxy-4-quinazolinyl)oxy]phenyl}-N′-propylurea), C([O-])([O-])=O.[K+].[K+] (potassium carbonate), BrCCCBr (1,3-dibromopropane). Solvent: CN(C=O)C (N,N-dimethylformamide). Conditions: time 3 hour. The product is BrCCCOC=1C=C2C(=NC=NC2=CC1OC)OC1=CC(=C(C=C1)NC(=O)NCCC)Cl (N-(4-{[6-(3-bromopropoxy)-7-methoxy-4-quinazolinyl]oxy}-2-chlorophenyl}-N′-propylurea). Isolated yield 71.0%. Reaction SMILES: [Cl:1][C:2]1[CH:7]=[C:6]([O:8][C:9]2[C:18]3[C:13](=[CH:14][C:15]([O:20][CH3:21])=[C:16]([OH:19])[CH:17]=3)[N:12]=[CH:11][N:10]=2)[CH:5]=[CH:4][C:3]=1[NH:22][C:23]([NH:25][CH2:26][CH2:27][CH3:28])=[O:24].C(=O)([O-])[O-].[K+].[K+].[Br:35][CH2:36][CH2:37][CH2:38]Br>CN(C)C=O>[Br:35][CH2:36][CH2:37][CH2:38][O:19][C:16]1[CH:17]=[C:18]2[C:13](=[CH:14][C:15]=1[O:20][CH3:21])[N:12]=[CH:11][N:10]=[C:9]2[O:8][C:6]1[CH:5]=[CH:4][C:3]([NH:22][C:23]([NH:25][CH2:26][CH2:27][CH3:28])=[O:24])=[C:2]([Cl:1])[CH:7]=1 |f:1.2.3|. Procedure details: N-{2-Chloro-4-[(6-hydroxy-7-methoxy-4-quinazolinyl)oxy]phenyl}-N′-propylurea (500 mg), potassium carbonate (857 mg), and 1,3-dibromopropane (0.5 ml) were dissolved in N,N-dimethylformamide (5 ml), and the solution was stirred at room temperature for 3 hr. The solvent was removed by distillation under the reduced pressure. Water was added to the residue, and the mixture was extracted with chloroform/2-propanol (4/1). The organic layer was dried over anhydrous sodium sulfate. The solvent was remov... Starting materials: Cl (HCl), COC(=O)C1=CC=C(CNC2=NC(=NC(=N2)OCC(F)(F)F)NC2=CC=C(C(=O)OC)C=C2)C=C1 (methyl 4-(4-(4-(methoxycarbonyl)benzylamino)-6-(2,2,2-trifluoroethoxy)-1,3,5-triazin-2-ylamino)benzoate), C(=O)([O-])[O-].[K+].[K+] (K2CO3), O (water). The solvent is CC(=O)C (acetone). Reaction conditions: temperature 115 celsius. The product is C(=O)(O)C1=CC=C(CNC2=NC(=NC(=N2)OCC(F)(F)F)NC2=CC=C(C(=O)O)C=C2)C=C1 (4-(4-(4-carboxybenzylamino)-6-(2,2,2-trifluoroethoxy)-1,3,5-triazin-2-ylamino)benzoic acid). Yield: 95.1%. Reaction SMILES: C[O:2][C:3]([C:5]1[CH:35]=[CH:34][C:8]([CH2:9][NH:10][C:11]2[N:16]=[C:15]([O:17][CH2:18][C:19]([F:22])([F:21])[F:20])[N:14]=[C:13]([NH:23][C:24]3[CH:33]=[CH:32][C:27]([C:28]([O:30]C)=[O:29])=[CH:26][CH:25]=3)[N:12]=2)=[CH:7][CH:6]=1)=[O:4].C([O-])([O-])=O.[K+].[K+].O.Cl>CC(C)=O>[C:3]([C:5]1[CH:6]=[CH:7][C:8]([CH2:9][NH:10][C:11]2[N:16]=[C:15]([O:17][CH2:18][C:19]([F:20])([F:21])[F:22])[N:14]=[C:13]([NH:23][C:24]3[CH:25]=[CH:26][C:27]([C:28]([OH:30])=[O:29])=[CH:32][CH:33]=3)[N:12]=2)=[CH:34][CH:35]=1)([OH:4])=[O:2] |f:1.2.3|. Procedure details: A mixture of methyl 4-(4-(4-(methoxycarbonyl)benzylamino)-6-(2,2,2-trifluoroethoxy)-1,3,5-triazin-2-ylamino)benzoate (2.9 g) and K2CO3 (3.26 g) in acetone (20 mL)/water (20.00 mL) was heated at 115° C. for 24 hours. After cooling to room temperature, the mixture was acidified with 1 N HCl to pH=3. The white precipitate was collected, washed with water and dried under vacuum to give 4-(4-(4-carboxybenzylamino)-6-(2,2,2-trifluoroethoxy)-1,3,5-triazin-2-ylamino)benzoic acid (2.6 g). The reactants are CCOC(=O)CBr, O=C([O-])[O-], CN(C)C=O, Clc1ncnc2cc[nH]c12, [Cs+], [Cs+], O. Yields the product CCOC(=O)Cn1ccc2ncnc(Cl)c21. Reaction SMILES: [Br:17][CH2:18][C:19](=[O:20])[O:21][CH2:22][CH3:23].[C:11](=[O:12])([O-:13])[O-:14].[CH3:24][N:25]([CH3:26])[CH:27]=[O:28].[Cl:1][c:2]1[c:3]2[c:4]([n:5][cH:6][n:7]1)[cH:8][cH:9][nH:10]2.[Cs+:15].[Cs+:16].[OH2:29]>>[Cl:1][c:2]1[c:3]2[c:4]([n:5][cH:6][n:7]1)[cH:8][cH:9][n:10]2[CH2:18][C:19](=[O:20])[O:21][CH2:22][CH3:23]. Reactants: C[C@@H]1NCCNC1 ((S)-2-methylpiperazine), C(Cl)Cl (CH2Cl2), Cl (HCl), S1C(=CC=C1)S(=O)(=O)Cl (2-thiophenesulfonyl chloride). The solvent is O (water), O1CCOCC1 (dioxane), CCOC(=O)C (EtOAc). Conditions: temperature 0 celsius, time 15 minute. Product: Cl.C[C@@H]1NCCN(C1)S(=O)(=O)C=1SC=CC1 ((S)-2-methyl-4-(2-thiophenylsulfonyl)piperazine hydrochloride). Reaction SMILES: [CH3:1][C@H:2]1[CH2:7][NH:6][CH2:5][CH2:4][NH:3]1.C(Cl)[Cl:9].[S:11]1[CH:15]=[CH:14][CH:13]=[C:12]1[S:16](Cl)(=[O:18])=[O:17].Cl>O.O1CCOCC1.CCOC(C)=O>[ClH:9].[CH3:1][C@H:2]1[CH2:7][N:6]([S:16]([C:12]2[S:11][CH:15]=[CH:14][CH:13]=2)(=[O:18])=[O:17])[CH2:5][CH2:4][NH:3]1 |f:7.8|. Reported procedure: A 500 mL round-bottomed flask was charged with (S)-2-methylpiperazine (10.23 g, 102 mmol, Sigma-Aldrich, St. Louis, Mo.) and 100 mL of CH2Cl2. After cooling to 0° C., 2-thiophenesulfonyl chloride (18.65 g, 102 mmol, Sigma-Aldrich, St. Louis, Mo.) was added. This mixture was stirred at 0° C. for 15 min then diluted with water (100 mL). The layers were separated and the organics were dried (MgSO4) and concentrated to give an oil. To this oil was added 300 mL of EtOAc and 28 mL of 4 M HCl in dioxan... The reactants are [O-]S(=O)(=S)[O-].[Na+].[Na+] (Na2S2O3), C(=O)(O)[O-].[Na+] (NaHCO3), C(C)(C)C1=C(C(=CC(=C1)C(C)C)C(C)C)S(=O)(=O)N=[N+]=[N-] (2,4,6-triisopropylbenzenesulfonyl azide), enolate, C(C)(=O)O (acetic acid), O[Li].O (LiOH·H2O), C12(CC3CC(CC(C1)C3)C2)CC(=O)N2C(OC[C@@H]2C(C)C)=O ((4S)-3-[2-(1-adamantyl)acetyl]-4-isopropyl-1,3-oxazolan-2-one), C[Si](C)(C)[N-][Si](C)(C)C.[K+] (potassium bis(trimethylsilyl)amide), OO (H2O2). The solvent is C1CCOC1 (THF), C1CCOC1 (THF). Run at temperature 40 celsius, time 45 minute. The product is C12(CC3CC(CC(C1)C3)C2)[C@@H](C(=O)O)N=[N+]=[N-] ((2S)-2-(1-adamantyl)-2-azidoethanoic acid). Yield: 24.5%. As a reaction SMILES: [C:1]12(CC(N3[C@@H](C(C)C)COC3=O)=O)[CH2:10][CH:5]3[CH2:6][CH:7]([CH2:9][CH:3]([CH2:4]3)[CH2:2]1)[CH2:8]2.C[Si]([N-][Si](C)(C)C)(C)C.[K+].C(C1C=C(C(C)C)C=C(C(C)C)C=1S([N:51]=[N+:52]=[N-:53])(=O)=O)(C)C.[C:54]([OH:57])(=[O:56])[CH3:55].OO.O[Li].O.[O-]S([O-])(=S)=O.[Na+].[Na+].C([O-])(O)=O.[Na+]>C1COCC1>[C:1]12([C@H:55]([N:51]=[N+:52]=[N-:53])[C:54]([OH:57])=[O:56])[CH2:2][CH:3]3[CH2:9][CH:7]([CH2:6][CH:5]([CH2:4]3)[CH2:10]1)[CH2:8]2 |f:1.2,6.7,8.9.10,11.12|. Procedure details: The oxazolidinone 29 (4.2 g, 13.7 mmol) was dissolved in THF (15 mL) and was added dropwise over 15 min to a solution of potassium bis(trimethylsilyl)amide (20.1 mL, 0.69 M in THF, 13.9 mmol) at −78° C. After 45 min at −78° C., 2,4,6-triisopropylbenzenesulfonyl azide (4.9 g, 15.8 mmol) in THF (10 mL) at −78° C. was added in one portion to the enolate. After 5 min, glacial acetic acid (4.6 equiv, 3.8 g, 3.61 mL, 63.2 mmol) was added and the mixture was stirred at 40° C. for 1 h. Tetrahydrofuran w...